From a dataset of the Open Reaction Database (ORD), a public repository of structured organic reaction records. describe an organic reaction: reactants, conditions, products, and yield Starting materials: CCO, COC(=O)c1cn2c(n1)COc1ccc(Cl)cc1-2, [Na+], [OH-], O. Product: O=C(O)c1cn2c(n1)COc1ccc(Cl)cc1-2. As a reaction SMILES: [CH3:21][CH2:22][OH:23].[Cl:1][c:2]1[cH:3][cH:4][c:5]2[c:6]([cH:18]1)-[n:7]1[c:8]([n:11][c:12]([C:14](=[O:15])[O:16][CH3:17])[cH:13]1)[CH2:9][O:10]2.[Na+:20].[OH-:19].[OH2:24]>>[Cl:1][c:2]1[cH:3][cH:4][c:5]2[c:6]([cH:18]1)-[n:7]1[c:8]([n:11][c:12]([C:14](=[O:15])[OH:16])[cH:13]1)[CH2:9][O:10]2.